Dataset: the Open Reaction Database (ORD), a public repository of structured organic reaction records. Task: describe an organic reaction: reactants, conditions, products, and yield Reactants: B, Cc1cnc2nc(C=O)nn2c1, CNC, CO, CCc1cc(CCC2(C3CCCC3)CC(=O)CC(=O)O2)c(OC)cn1. The product is CCc1cc(CCC2(C3CCCC3)CC(O)=C(Cc3nc4ncc(C)cn4n3)C(=O)O2)c(OC)cn1. RXN SMILES: [BH3:41].[CH3:1][c:2]1[cH:3][n:4][c:5]2[n:6]([cH:7]1)[n:8][c:9]([CH:11]=[O:12])[n:10]2.[CH3:38][NH:39][CH3:40].[CH3:42][OH:43].[CH:13]1([C:18]2([CH2:26][CH2:27][c:28]3[cH:29][c:30]([CH2:36][CH3:37])[n:31][cH:32][c:33]3[O:34][CH3:35])[CH2:19][C:20](=[O:25])[CH2:21][C:22](=[O:24])[O:23]2)[CH2:14][CH2:15][CH2:16][CH2:17]1>>[CH3:1][c:2]1[cH:3][n:4][c:5]2[n:6]([cH:7]1)[n:8][c:9]([CH2:11][C:21]1=[C:20]([OH:25])[CH2:19][C:18]([CH:13]3[CH2:14][CH2:15][CH2:16][CH2:17]3)([CH2:26][CH2:27][c:28]3[cH:29][c:30]([CH2:36][CH3:37])[n:31][cH:32][c:33]3[O:34][CH3:35])[O:23][C:22]1=[O:24])[n:10]2. The reactants are COCNC(=O)OCc1ccccc1, CCN(C(C)C)C(C)C, ClCCl, O=C(CCc1ccc(F)c(F)c1)N1C(=O)OCC1Cc1ccccc1. Product: O=C(NCC(Cc1ccc(F)c(F)c1)C(=O)N1C(=O)OCC1Cc1ccccc1)OCc1ccccc1. As a reaction SMILES: [CH3:35][O:36][CH2:37][NH:38][C:39]([O:40][CH2:41][c:42]1[cH:43][cH:44][cH:45][cH:46][cH:47]1)=[O:48].[CH:26]([N:27]([CH2:28][CH3:29])[CH:30]([CH3:31])[CH3:32])([CH3:33])[CH3:34].[Cl:49][CH2:50][Cl:51].[F:1][c:2]1[cH:3][c:4]([CH2:9][CH2:10][C:11](=[O:12])[N:13]2[C:14](=[O:25])[O:15][CH2:16][CH:17]2[CH2:18][c:19]2[cH:20][cH:21][cH:22][cH:23][cH:24]2)[cH:5][cH:6][c:7]1[F:8]>>[F:1][c:2]1[cH:3][c:4]([CH2:9][CH:10]([C:11](=[O:12])[N:13]2[C:14](=[O:25])[O:15][CH2:16][CH:17]2[CH2:18][c:19]2[cH:20][cH:21][cH:22][cH:23][cH:24]2)[CH2:37][NH:38][C:39]([O:40][CH2:41][c:42]2[cH:43][cH:44][cH:45][cH:46][cH:47]2)=[O:48])[cH:5][cH:6][c:7]1[F:8]. Reactants: O=C1C=Cc2ccccc21, CCOC(C)=O, ClCCl, Fc1cccc2cc[nH]c12. The product is O=C1CC(c2c[nH]c3c(F)cccc23)c2ccccc21. Reaction SMILES: [C:11]1(=[O:20])[CH:12]=[CH:13][c:14]2[cH:15][cH:16][cH:17][cH:18][c:19]21.[CH3:21][CH2:22][O:23][C:24](=[O:25])[CH3:26].[Cl:27][CH2:28][Cl:29].[F:1][c:2]1[cH:3][cH:4][cH:5][c:6]2[cH:7][cH:8][nH:9][c:10]12>>[F:1][c:2]1[cH:3][cH:4][cH:5][c:6]2[c:7]([CH:13]3[CH2:12][C:11](=[O:20])[c:19]4[c:14]3[cH:15][cH:16][cH:17][cH:18]4)[cH:8][nH:9][c:10]12. Starting materials: C(C)(C)(C)C=1C=C(N)C=C(C1O)C(C)(C)C (3,5-di-tert-butyl-4-hydroxyaniline), C1(C=2C(C(=O)O1)=CC=CC2)=O (phthalic anhydride), Cl (hydrochloric acid). Procedure details: A mixture of 8.8 g (40 mmol) of 3,5-di-tert-butyl-4-hydroxyaniline and 5.9 g (40 mmol) of phthalic anhydride in 100 ml of tetrahydrofuran was refluxed for 24 hours. Concentrated hydrochloric acid (0.5 ml) was added and the mixture was refluxed for an additional seventeen hours and concentrated in vacuo. The resulting solid (13.2 g) was washed successively with water and hexane and then recrystallized from acetone-hexane to yield 10.9 g (31 mmol, 77%) of N-(3,5-di-tert-butyl-4-hydroxyphenyl)phtha... Reaction SMILES: [C:1]([C:5]1[CH:6]=[C:7]([CH:9]=[C:10]([C:13]([CH3:16])([CH3:15])[CH3:14])[C:11]=1[OH:12])[NH2:8])([CH3:4])([CH3:3])[CH3:2].[C:17]1(=O)[O:22][C:20](=[O:21])[C:19]2=[CH:23][CH:24]=[CH:25][CH:26]=[C:18]12.Cl>O1CCCC1>[C:1]([C:5]1[CH:6]=[C:7]([N:8]2[C:20](=[O:21])[C:19]3=[CH:23][CH:24]=[CH:25][CH:26]=[C:18]3[C:17]2=[O:22])[CH:9]=[C:10]([C:13]([CH3:16])([CH3:15])[CH3:14])[C:11]=1[OH:12])([CH3:4])([CH3:3])[CH3:2]. The yield is 77.5%. Yields the product C(C)(C)(C)C=1C=C(C=C(C1O)C(C)(C)C)N1C(C=2C(C1=O)=CC=CC2)=O (N-(3,5-di-tert-butyl-4-hydroxyphenyl)phthalimide). Run in O1CCCC1 (tetrahydrofuran). The reactants are [Al+3], COCc1cc(OC)c(-c2csc3cc(S(C)(=O)=O)nn23)c(OC)c1, [Cl-], [Cl-], [Cl-], [Cl-], [H-], [H-], [H-], [H-], [Li+], [Na+], C1CCOC1, [OH-], [Ti+4]. Product: COCc1cc(OC)c(-c2csc3cc(SC)nn23)c(OC)c1. Reaction SMILES: [Al+3:2].[CH3:7][O:8][c:9]1[c:10](-[c:20]2[n:21]3[c:22]([s:23][cH:24]2)[cH:25][c:26]([S:28](=[O:29])(=[O:30])[CH3:31])[n:27]3)[c:11]([O:18][CH3:19])[cH:12][c:13]([CH2:15][O:16][CH3:17])[cH:14]1.[Cl-:34].[Cl-:35].[Cl-:36].[Cl-:37].[H-:1].[H-:4].[H-:5].[H-:6].[Li+:3].[Na+:33].[O:39]1[CH2:40][CH2:41][CH2:42][CH2:43]1.[OH-:32].[Ti+4:38]>>[CH3:7][O:8][c:9]1[c:10](-[c:20]2[n:21]3[c:22]([s:23][cH:24]2)[cH:25][c:26]([S:28][CH3:31])[n:27]3)[c:11]([O:18][CH3:19])[cH:12][c:13]([CH2:15][O:16][CH3:17])[cH:14]1.